This data is from the Open Reaction Database (ORD), a public repository of structured organic reaction records. The task is: describe an organic reaction: reactants, conditions, products, and yield The reactants are [Br-], CCCC[N+](CCCC)(CCCC)CCCC, O=C(Cl)CCCCl, ClCCl, Cl, [K+], CCC(N)C(N)=O, [OH-]. Yields the product CCC(C(N)=O)N1CCCC1=O. Reaction SMILES: [Br-:21].[CH3:22][CH2:23][CH2:24][CH2:25][N+:26]([CH2:27][CH2:28][CH2:29][CH3:30])([CH2:31][CH2:32][CH2:33][CH3:34])[CH2:35][CH2:36][CH2:37][CH3:38].[Cl:11][CH2:12][CH2:13][CH2:14][C:15](=[O:16])[Cl:17].[Cl:18][CH2:19][Cl:20].[ClH:1].[K+:10].[NH2:2][CH:3]([C:4](=[O:5])[NH2:6])[CH2:7][CH3:8].[OH-:9]>>[N:2]1([CH:3]([C:4](=[O:5])[NH2:6])[CH2:7][CH3:8])[CH2:12][CH2:13][CH2:14][C:15]1=[O:16]. The reactants are O (water), O.[OH-].[Li+] (lithium hydroxide monohydrate), C(C)C1=C(C(=C2C(OCC2=C1C)=O)N=C=O)C/C=C(/CCC(=O)OC)\C (methyl (E)-6-(1,3-dihydro-6-ethyl-4-isocyanato-7-methyl-3-oxoisobenzofuran-5-yl)-4-methyl-4-hexenoate). Solvent: O1CCOCC1 (1,4-dioxane). Reaction conditions: time 2 hour. Product: NC1=C2C(OCC2=C(C(=C1C/C=C(/CCC(=O)O)\C)CC)C)=O ((E)-6-(4-amino-1,3-dihydro-6-ethyl-7-methyl-3-oxoisobenzofuran-5-yl)-4-methyl-4-hexenoic acid). As a reaction SMILES: [CH2:1]([C:3]1[C:11]([CH3:12])=[C:10]2[C:6]([C:7](=[O:13])[O:8][CH2:9]2)=[C:5]([N:14]=C=O)[C:4]=1[CH2:17]/[CH:18]=[C:19](\[CH3:26])/[CH2:20][CH2:21][C:22]([O:24]C)=[O:23])[CH3:2].O.O.[OH-].[Li+]>O1CCOCC1>[NH2:14][C:5]1[C:4]([CH2:17]/[CH:18]=[C:19](\[CH3:26])/[CH2:20][CH2:21][C:22]([OH:24])=[O:23])=[C:3]([CH2:1][CH3:2])[C:11]([CH3:12])=[C:10]2[C:6]=1[C:7](=[O:13])[O:8][CH2:9]2 |f:2.3.4|. Reported procedure: 2.0 g of methyl (E)-6-(1,3-dihydro-6-ethyl-4-isocyanato-7-methyl-3-oxoisobenzofuran-5-yl)-4-methyl-4-hexenoate is dissolved in 50 ml of 1,4-dioxane and treated with 16 ml of water and 2.0 g of lithium hydroxide monohydrate. The mixture is stirred at room temperature for 2 hours and then partitioned between aqueous 1N sodium hydrogen sulfate and ethyl acetate. The organic phase is washed twice with water, once with brine, and dried over magnesium sulfate. The solvent is evaporated under reduced p... Starting materials: CN(C)C=O, FC(F)(F)c1ccc(CCl)cc1, CN(C)C(C#N)c1ccc(F)cc1, [H-], N#N, [Na+], O. Yields the product CN(C)C(=Cc1ccc(C(F)(F)F)cc1)c1ccc(F)cc1. As a reaction SMILES: [CH3:31][N:32]([CH3:33])[CH:34]=[O:35].[F:18][C:19]([c:20]1[cH:21][cH:22][c:23]([CH2:24][Cl:25])[cH:26][cH:27]1)([F:28])[F:29].[F:5][c:6]1[cH:7][cH:8][c:9]([CH:12]([C:13]#[N:14])[N:15]([CH3:16])[CH3:17])[cH:10][cH:11]1.[H-:3].[N:1]#[N:2].[Na+:4].[OH2:30]>>[F:5][c:6]1[cH:7][cH:8][c:9]([C:12](=[CH:13][c:23]2[cH:22][cH:21][c:20]([C:19]([F:18])([F:28])[F:29])[cH:27][cH:26]2)[N:15]([CH3:16])[CH3:17])[cH:10][cH:11]1. Starting materials: COC(=O)c1ccc(C(=O)Nc2cccc(CN(C)C)c2)cc1, CO, [Na+], [OH-]. The product is CN(C)Cc1cccc(NC(=O)c2ccc(C(=O)O)cc2)c1. As a reaction SMILES: [CH3:1][N:2]([CH3:3])[CH2:4][c:5]1[cH:6][c:7]([NH:11][C:12](=[O:13])[c:14]2[cH:15][cH:16][c:17]([C:20](=[O:21])[O:22][CH3:23])[cH:18][cH:19]2)[cH:8][cH:9][cH:10]1.[CH3:26][OH:27].[Na+:25].[OH-:24]>>[CH3:1][N:2]([CH3:3])[CH2:4][c:5]1[cH:6][c:7]([NH:11][C:12](=[O:13])[c:14]2[cH:15][cH:16][c:17]([C:20](=[O:21])[OH:22])[cH:18][cH:19]2)[cH:8][cH:9][cH:10]1.